Dataset: the Open Reaction Database (ORD), a public repository of structured organic reaction records. Task: describe an organic reaction: reactants, conditions, products, and yield Starting materials: CC(C)(C)[Si](C)(C)OCCCCCC(c1cc(F)ccc1F)S(=O)(=O)c1ccc(Cl)cc1, CCCC[N+](CCCC)(CCCC)CCCC, [F-], C1CCOC1, O. Product: O=S(=O)(c1ccc(Cl)cc1)C(CCCCCO)c1cc(F)ccc1F. RXN SMILES: [C:1]([Si:2]([CH3:3])([CH3:4])[O:6][CH2:7][CH2:8][CH2:9][CH2:10][CH2:11][CH:12]([S:13](=[O:14])(=[O:15])[c:16]1[cH:17][cH:18][c:19]([Cl:22])[cH:20][cH:21]1)[c:23]1[c:24]([F:30])[cH:25][cH:26][c:27]([F:29])[cH:28]1)([CH3:5])([CH3:31])[CH3:32].[CH3:34][CH2:35][CH2:36][CH2:37][N+:38]([CH2:39][CH2:40][CH2:41][CH3:42])([CH2:43][CH2:44][CH2:45][CH3:46])[CH2:47][CH2:48][CH2:49][CH3:50].[F-:33].[O:52]1[CH2:53][CH2:54][CH2:55][CH2:56]1.[OH2:51]>>[OH:6][CH2:7][CH2:8][CH2:9][CH2:10][CH2:11][CH:12]([S:13](=[O:14])(=[O:15])[c:16]1[cH:17][cH:18][c:19]([Cl:22])[cH:20][cH:21]1)[c:23]1[c:24]([F:30])[cH:25][cH:26][c:27]([F:29])[cH:28]1. The reactants are ClC1=C(C=CC=C1)[C@@H](C(=O)N)N1CC2=C(CC1)SC=C2 ((+)-(S)-2-(2-chlorophenyl)-(6,7-dihydro-4H-thieno[3,2-c]pyrid-5yl)acetamide), S(O)(O)(=O)=O (sulfuric acid), CO (methanol), S(=O)(=O)(OC)OC (dimethyl sulfate). Run in ClCCl (Dichloromethane), O (water). Conditions: temperature 45 celsius. The product is COC([C@H](C1=C(C=CC=C1)Cl)N1CC2=C(CC1)SC=C2)=O ((+)-(S)-2-(2-chlorophenyl)-(6,7-dihydro-4H-thieno[3,2-c]pyrid-5-yl)acetic acid methyl ester). As a reaction SMILES: S(=O)(=O)(O)O.[CH3:6][OH:7].S(OC)(OC)(=O)=O.[Cl:15][C:16]1[CH:21]=[CH:20][CH:19]=[CH:18][C:17]=1[C@H:22]([N:26]1[CH2:31][CH2:30][C:29]2[S:32][CH:33]=[CH:34][C:28]=2[CH2:27]1)[C:23](N)=[O:24]>ClCCl.O>[CH3:6][O:7][C:23](=[O:24])[C@@H:22]([N:26]1[CH2:31][CH2:30][C:29]2[S:32][CH:33]=[CH:34][C:28]=2[CH2:27]1)[C:17]1[CH:18]=[CH:19][CH:20]=[CH:21][C:16]=1[Cl:15]. Reported procedure: Concentrated sulfuric acid (˜98%; 496 ml; 9.30 mol) was charged into methanol (1.75 l) with sting between 25-38° C. followed by dimethyl sulfate (250 ml; 2.636 mol). The contents were heated to reflux for 3 hours, after which the reaction mixture was cooled to 40-50° C. and (+)-(S)-2-(2-chlorophenyl)-(6,7-dihydro-4H-thieno[3,2-c]pyrid-5yl)acetamide (500 g; 1.55 mol) was charged. The reaction mixture was heated to 65° C. and maintained between 65-66° C. for a period of 60 hours. The reaction mixt... Starting materials: C(#N)C1CN(C1)C([C@@H](C)NC(=O)C1=CN(C2=NC=C(N=C21)C2=CC1=NC=CC(=C1S2)Cl)COCC[Si](C)(C)C)=O (2-(7-chloro-thieno[3,2-b]pyridin-2-yl)-5-(2-trimethylsilanyl-ethoxymethyl)-5H-pyrrolo[2,3-b]pyrazine-7-carboxylic acid [(R)-2-(3-cyano-azetidin-1-yl)-1-methyl-2-oxo-ethyl]-amide), C(#N)C1CN(C1)C([C@@H](C1CC1)NC(=O)C1=CN(C2=NC=C(N=C21)C2=CC1=NC=CC(=C1S2)Cl)COCC[Si](C)(C)C)=O (2-(7-chloro-thieno[3,2-b]pyridin-2-yl)-5-(2-trimethylsilanyl-ethoxymethyl)-5H-pyrrolo[2,3-b]pyrazine-7-carboxylic acid [(R)-2-(3-cyano-azetidin-1-yl)-1-cyclopropyl-2-oxo-ethyl]-amide). Yields the product C(#N)C1CN(C1)C([C@@H](C)NC(=O)C1=CNC2=NC=C(N=C21)C2=CC1=NC=CC(=C1S2)OC)=O (2-(7-Methoxy-thieno[3,2-b]pyridin-2-yl)-5H-pyrrolo[2,3-b]pyrazine-7-carboxylic acid [(R)-2-(3-cyano-azetidin-1-yl)-1-methyl-2-oxo-ethyl]-amide). RXN SMILES: [C:1]([CH:3]1[CH2:6][N:5]([C:7](=[O:40])[C@H:8]([NH:10][C:11]([C:13]2[C:21]3[C:16](=[N:17][CH:18]=[C:19]([C:22]4[S:30][C:29]5[C:24](=[N:25][CH:26]=[CH:27][C:28]=5Cl)[CH:23]=4)[N:20]=3)[N:15](COCC[Si](C)(C)C)[CH:14]=2)=[O:12])[CH3:9])[CH2:4]1)#[N:2].C(C1CN(C(=O)[C@H](N[C:53](C2C3C(=NC=C(C4SC5C(=NC=CC=5Cl)C=4)N=3)N(COCC[Si](C)(C)C)C=2)=[O:54])C2CC2)C1)#N>>[C:1]([CH:3]1[CH2:4][N:5]([C:7](=[O:40])[C@H:8]([NH:10][C:11]([C:13]2[C:21]3[C:16](=[N:17][CH:18]=[C:19]([C:22]4[S:30][C:29]5[C:24](=[N:25][CH:26]=[CH:27][C:28]=5[O:54][CH3:53])[CH:23]=4)[N:20]=3)[NH:15][CH:14]=2)=[O:12])[CH3:9])[CH2:6]1)#[N:2]. Procedure details: Prepared according to the procedure outlined in Example 157 substituting 2-(7-chloro-thieno[3,2-b]pyridin-2-yl)-5-(2-trimethylsilanyl-ethoxymethyl)-5H-pyrrolo[2,3-b]pyrazine-7-carboxylic acid [(R)-2-(3-cyano-azetidin-1-yl)-1-methyl-2-oxo-ethyl]-amide for 2-(7-chloro-thieno[3,2-b]pyridin-2-yl)-5-(2-trimethylsilanyl-ethoxymethyl)-5H-pyrrolo[2,3-b]pyrazine-7-carboxylic acid [(R)-2-(3-cyano-azetidin-1-yl)-1-cyclopropyl-2-oxo-ethyl]-amide in step 1. MS: (M+H)+=462.